From a dataset of the Open Reaction Database (ORD), a public repository of structured organic reaction records. describe an organic reaction: reactants, conditions, products, and yield Reactants: [BH4-], CC(=O)c1cccc(-c2ccc3oc(CCN4CCCC4C)cc3c2)c1, CCO, [Na+], C1CCOC1. Yields the product CC(O)c1cccc(-c2ccc3oc(CCN4CCCC4C)cc3c2)c1. RXN SMILES: [BH4-:27].[CH3:1][CH:2]1[N:3]([CH2:7][CH2:8][c:9]2[o:10][c:11]3[c:12]([cH:13]2)[cH:14][c:15](-[c:18]2[cH:19][c:20]([C:24]([CH3:25])=[O:26])[cH:21][cH:22][cH:23]2)[cH:16][cH:17]3)[CH2:4][CH2:5][CH2:6]1.[CH3:29][CH2:30][OH:31].[Na+:28].[O:32]1[CH2:33][CH2:34][CH2:35][CH2:36]1>>[CH3:1][CH:2]1[N:3]([CH2:7][CH2:8][c:9]2[o:10][c:11]3[c:12]([cH:13]2)[cH:14][c:15](-[c:18]2[cH:19][c:20]([CH:24]([CH3:25])[OH:26])[cH:21][cH:22][cH:23]2)[cH:16][cH:17]3)[CH2:4][CH2:5][CH2:6]1. Starting materials: ClC=1SC=C(N1)COC1=C2C=C(NC2=CC=C1)C(=O)O (4-(2-Chloro-thiazol-4-ylmethoxy)-1H-indole-2-carboxylic acid), NC1CCC(CC1)(O)CCN1C[C@@H]([C@H](CC1)O)C ((3S,4S)-1-[2-(4-Amino-1-hydroxy-cyclohexyl)-ethyl]-3-methyl-piperidin-4-ol). The product is OC1(CCC(CC1)NC(=O)C=1NC2=CC=CC(=C2C1)OCC=1N=C(SC1)Cl)CCN1C[C@@H]([C@H](CC1)O)C (4-(2-Chloro-thiazol-4-ylmethoxy)-1H-indole-2-carboxylic acid {4-hydroxy-4-[2-((3S,4S)-4-hydroxy-3-methyl-piperidin-1-yl)-ethyl]-cyclohexyl}-amide). RXN SMILES: [Cl:1][C:2]1[S:3][CH:4]=[C:5]([CH2:7][O:8][C:9]2[CH:17]=[CH:16][CH:15]=[C:14]3[C:10]=2[CH:11]=[C:12]([C:18]([OH:20])=O)[NH:13]3)[N:6]=1.[NH2:21][CH:22]1[CH2:27][CH2:26][C:25]([CH2:29][CH2:30][N:31]2[CH2:36][CH2:35][C@H:34]([OH:37])[C@@H:33]([CH3:38])[CH2:32]2)([OH:28])[CH2:24][CH2:23]1>>[OH:28][C:25]1([CH2:29][CH2:30][N:31]2[CH2:36][CH2:35][C@H:34]([OH:37])[C@@H:33]([CH3:38])[CH2:32]2)[CH2:26][CH2:27][CH:22]([NH:21][C:18]([C:12]2[NH:13][C:14]3[C:10]([CH:11]=2)=[C:9]([O:8][CH2:7][C:5]2[N:6]=[C:2]([Cl:1])[S:3][CH:4]=2)[CH:17]=[CH:16][CH:15]=3)=[O:20])[CH2:23][CH2:24]1. Procedure details: This compound is synthesized analogously to example 1 from 4-(2-chloro-thiazol-4-ylmethoxy)-1H-indole-2-carboxylic acid 16d and amine 14.